Dataset: the Open Reaction Database (ORD), a public repository of structured organic reaction records. Task: describe an organic reaction: reactants, conditions, products, and yield Starting materials: CN(C)C=O, CCO, Fc1ccc2c(-c3ccc(OCC4CO4)cc3)noc2c1, Fc1ccc2c(N3CCNCC3)n[nH]c2c1. The product is OC(COc1ccc(-c2noc3cc(F)ccc23)cc1)CN1CCN(c2n[nH]c3cc(F)ccc23)CC1. Reaction SMILES: [CH3:38][N:39]([CH3:40])[CH:41]=[O:42].[CH3:43][CH2:44][OH:45].[F:1][c:2]1[cH:3][c:4]2[c:5]([c:6](-[c:9]3[cH:10][cH:11][c:12]([O:15][CH2:16][CH:17]4[O:18][CH2:19]4)[cH:13][cH:14]3)[n:7][o:8]2)[cH:20][cH:21]1.[F:22][c:23]1[cH:24][cH:25][c:26]2[c:27]([N:32]3[CH2:33][CH2:34][NH:35][CH2:36][CH2:37]3)[n:28][nH:29][c:30]2[cH:31]1>>[F:1][c:2]1[cH:3][c:4]2[c:5]([c:6](-[c:9]3[cH:10][cH:11][c:12]([O:15][CH2:16][CH:17]([OH:18])[CH2:19][N:35]4[CH2:34][CH2:33][N:32]([c:27]5[c:26]6[cH:25][cH:24][c:23]([F:22])[cH:31][c:30]6[nH:29][n:28]5)[CH2:37][CH2:36]4)[cH:13][cH:14]3)[n:7][o:8]2)[cH:20][cH:21]1.